Dataset: the Open Reaction Database (ORD), a public repository of structured organic reaction records. Task: describe an organic reaction: reactants, conditions, products, and yield Starting materials: C(C)(C)(C)OC(NC=1SC(=CN1)CCNC=1C2=C(N=CN1)C=CS2)=O ({5-[2-(thieno[3,2-d]pyrimidin-4-ylamino)-ethyl]-thiazol-2-yl}-carbamic acid tert-butyl ester), Cl (HCl), solution. Run in O1CCOCC1 (1,4-dioxane), O1CCOCC1 (1,4-dioxane). Run at time 2 hour. Product: NC=1SC(=CN1)CCNC=1C2=C(N=CN1)C=CS2 ([2-(2-amino-thiazol-5-yl)-ethyl]-thieno[3,2-d]pyrimidin-4-yl-amine). Reaction SMILES: C(OC(=O)[NH:7][C:8]1[S:9][C:10]([CH2:13][CH2:14][NH:15][C:16]2[C:17]3[S:24][CH:23]=[CH:22][C:18]=3[N:19]=[CH:20][N:21]=2)=[CH:11][N:12]=1)(C)(C)C.Cl>O1CCOCC1>[NH2:7][C:8]1[S:9][C:10]([CH2:13][CH2:14][NH:15][C:16]2[C:17]3[S:24][CH:23]=[CH:22][C:18]=3[N:19]=[CH:20][N:21]=2)=[CH:11][N:12]=1. Procedure: To a solution of compound 14.2 (14.5 mmol) in 1,4-dioxane (30 mL) was added anhydrous HCl (20 mL of a 4 N solution in 1,4-dioxane) after stirring at room temperature for 2 hours the reaction was concentrated to dryness, diluted with water and the solution adjusted to pH 8 with saturated sodium bicarbonate. The slurry was extracted several times with EtOAc and the organic layers were combined, dried and concentrated to provide [2-(2-amino-thiazol-5-yl)-ethyl]-thieno[3,2-d]pyrimidin-4-yl-amine (co... The reactants are BrCCCCCC(C(C(C)=O)=CC1=CC(=CC=C1)[N+](=O)[O-])=O (1-bromo-7-(3-nitrophenyl-methylene)-6,8-nonanedione), NC(C)=CC(C)=O (2-amino-2-penten-4-one). The solvent is CO (methanol). Yields the product C(C)(=O)C=1C(C(=C(NC1C)C)C(CCCCCBr)=O)C1=CC(=CC=C1)[N+](=O)[O-] (5-Acetyl-1,4-dihydro-2,6-dimethyl-3-(6-bromohexanoyl)-4-(3-nitrophenyl)-pyridine). RXN SMILES: [Br:1][CH2:2][CH2:3][CH2:4][CH2:5][CH2:6][C:7](=[O:22])[C:8](=[CH:12][C:13]1[CH:18]=[CH:17][CH:16]=[C:15]([N+:19]([O-:21])=[O:20])[CH:14]=1)[C:9](=O)[CH3:10].[NH2:23][C:24](=[CH:26][C:27](=[O:29])[CH3:28])[CH3:25]>CO>[C:27]([C:26]1[CH:12]([C:13]2[CH:18]=[CH:17][CH:16]=[C:15]([N+:19]([O-:21])=[O:20])[CH:14]=2)[C:8]([C:7](=[O:22])[CH2:6][CH2:5][CH2:4][CH2:3][CH2:2][Br:1])=[C:9]([CH3:10])[NH:23][C:24]=1[CH3:25])(=[O:29])[CH3:28]. Procedure details: 42 g (0.11 mol) 1-bromo-7-(3-nitrophenyl-methylene)-6,8-nonanedione and 22 g (0.22 mmol) 2-amino-2-penten-4-one are boiled under reflux in 270 ml methanol for 20 h. The mixture is concentrated and the residue is chromatographed over silica gel with toluene/acetone=95/5. The title compound is obtained as a yellow oil. Yield: 22 g (44%). Starting materials: BrC1=C(C=C(O)C=C1)O (4-bromoresorcinol), CC(=CC(=O)O)C (3,3-dimethylacrylic acid), polyphosphoric acid. Reaction conditions: temperature 90 celsius, time 15 minute. The product is BrC=1C=C2C(CC(OC2=CC1O)(C)C)=O (6-Bromo-7-hydroxy-2,2-dimethyl-chroman-4-one). RXN SMILES: [Br:1][C:2]1[CH:8]=[CH:7][C:5]([OH:6])=[CH:4][C:3]=1[OH:9].[CH3:10][C:11]([CH3:16])=[CH:12][C:13](O)=[O:14]>>[Br:1][C:2]1[CH:8]=[C:7]2[C:5](=[CH:4][C:3]=1[OH:9])[O:6][C:11]([CH3:16])([CH3:10])[CH2:12][C:13]2=[O:14]. Procedure details: A mixture of 4-bromoresorcinol (5.00 g, 26.5 mmol) and 3,3-dimethylacrylic acid (2.64 g, 26.5 mmol) were ground in a mortar. The mixture was then added portion-wise into polyphosphoric acid (8 g) at 90° C. After stirred at 90° C. for 15 min, the reaction mixture was cooled to room temperature and quenched with water. The mixture was then extracted with diethyl ether. The organic layer was separated, washed with water, brine, dried (MgSO4) and concentrated at reduced pressure to give a yellow res... Reactants: O=C1CCC(=O)N1Br, ClCCl, ClC(Cl)Cl, Nc1nccc(C(F)(F)F)n1, [Na+], [OH-]. The product is Nc1ncc(Br)c(C(F)(F)F)n1. RXN SMILES: [Br:12][N:13]1[C:14](=[O:15])[CH2:16][CH2:17][C:18]1=[O:19].[CH2:20]([Cl:21])[Cl:22].[CH:25]([Cl:26])([Cl:27])[Cl:28].[F:1][C:2]([c:3]1[n:4][c:5]([NH2:9])[n:6][cH:7][cH:8]1)([F:10])[F:11].[Na+:24].[OH-:23]>>[F:1][C:2]([c:3]1[n:4][c:5]([NH2:9])[n:6][cH:7][c:8]1[Br:12])([F:10])[F:11].